Task: describe an organic reaction: reactants, conditions, products, and yield. Dataset: the Open Reaction Database (ORD), a public repository of structured organic reaction records Starting materials: Cc1cc(Nc2ncnc3ccn(CCNC(=O)OC(C)(C)C)c23)ccc1Oc1cccc(C(F)(F)F)c1, ClCCl, O=C(O)C(F)(F)F. Yields the product Cc1cc(Nc2ncnc3ccn(CCN)c23)ccc1Oc1cccc(C(F)(F)F)c1. As a reaction SMILES: [CH3:1][c:2]1[cH:3][c:4]([NH:19][c:20]2[c:21]3[c:22]([n:23][cH:24][n:25]2)[cH:26][cH:27][n:28]3[CH2:29][CH2:30][NH:31][C:32](=[O:33])[O:34][C:35]([CH3:36])([CH3:37])[CH3:38])[cH:5][cH:6][c:7]1[O:8][c:9]1[cH:10][c:11]([C:15]([F:16])([F:17])[F:18])[cH:12][cH:13][cH:14]1.[Cl:46][CH2:47][Cl:48].[OH:39][C:40]([C:41]([F:42])([F:43])[F:44])=[O:45]>>[CH3:1][c:2]1[cH:3][c:4]([NH:19][c:20]2[c:21]3[c:22]([n:23][cH:24][n:25]2)[cH:26][cH:27][n:28]3[CH2:29][CH2:30][NH2:31])[cH:5][cH:6][c:7]1[O:8][c:9]1[cH:10][c:11]([C:15]([F:16])([F:17])[F:18])[cH:12][cH:13][cH:14]1. Starting materials: BrC1=CC=C2C(=C(C=NC2=C1)[N+](=O)[O-])NCCNC(OC(C)(C)C)=O (tert-butyl [2-(7-bromo-3-nitroquinolin-4-ylamino)ethyl]carbamate). Reagents/catalysts: [Pt] (platinum on carbon). Run in C(C)#N (acetonitrile), C(C)(C)O (isopropanol). The product is NC=1C=NC2=CC(=CC=C2C1NCCNC(OC(C)(C)C)=O)Br (tert-butyl [2-(3-amino-7-bromoquinolin-4-ylamino)ethyl]carbamate). Yield: 91.1%. Reaction SMILES: [Br:1][C:2]1[CH:11]=[C:10]2[C:5]([C:6]([NH:15][CH2:16][CH2:17][NH:18][C:19](=[O:25])[O:20][C:21]([CH3:24])([CH3:23])[CH3:22])=[C:7]([N+:12]([O-])=O)[CH:8]=[N:9]2)=[CH:4][CH:3]=1>C(#N)C.C(O)(C)C.[Pt]>[NH2:12][C:7]1[CH:8]=[N:9][C:10]2[C:5]([C:6]=1[NH:15][CH2:16][CH2:17][NH:18][C:19](=[O:25])[O:20][C:21]([CH3:22])([CH3:23])[CH3:24])=[CH:4][CH:3]=[C:2]([Br:1])[CH:11]=2. Procedure details: A solution of tert-butyl [2-(7-bromo-3-nitroquinolin-4-ylamino)ethyl]carbamate (165.0 g, 401.2 mmol) in acetonitrile (3.3 L) and isopropanol (990 mL) and 5% platinum on carbon (13.2 g) were added to a Parr vessel, which was placed under hydrogen pressure (50 psi, 3.4×105 Pa) overnight. The mixture was filtered through a layer of CELITE filter aid, and the filtrate was concentrated under reduced pressure to provide 139.29 g of tert-butyl [2-(3-amino-7-bromoquinolin-4-ylamino)ethyl]carbamate as a ... The reactants are CCOCC1COC(=O)N1c1ccc(C(=O)N2CCNCC2)c(F)c1, Clc1cc(Cl)c(Cl)nc1Cl. The product is CCOCC1COC(=O)N1c1ccc(C(=O)N2CCN(c3nc(Cl)c(Cl)cc3Cl)CC2)c(F)c1. RXN SMILES: [CH2:1]([CH3:2])[O:3][CH2:4][CH:5]1[N:6]([c:11]2[cH:12][c:13]([F:25])[c:14]([C:17](=[O:18])[N:19]3[CH2:20][CH2:21][NH:22][CH2:23][CH2:24]3)[cH:15][cH:16]2)[C:7](=[O:10])[O:8][CH2:9]1.[Cl:26][c:27]1[n:28][c:29]([Cl:35])[c:30]([Cl:34])[cH:31][c:32]1[Cl:33]>>[CH2:1]([CH3:2])[O:3][CH2:4][CH:5]1[N:6]([c:11]2[cH:12][c:13]([F:25])[c:14]([C:17](=[O:18])[N:19]3[CH2:20][CH2:21][N:22]([c:29]4[n:28][c:27]([Cl:26])[c:32]([Cl:33])[cH:31][c:30]4[Cl:34])[CH2:23][CH2:24]3)[cH:15][cH:16]2)[C:7](=[O:10])[O:8][CH2:9]1. Starting materials: C(C)(C)(C)[Li] (tert-butyl lithium), BrC1=CC(=CC=C1)C1=CC=CC=C1 (1-bromo-3-phenylbenzene), CN(C)C=O (DMF). Solvent: C1CCOC1 (THF). Reaction conditions: temperature -78 celsius, time 40 minute. Yields the product C1(=CC(=CC=C1)C=O)C1=CC=CC=C1 (3-biphenylcarboxaldehyde). As a reaction SMILES: Br[C:2]1[CH:7]=[CH:6][CH:5]=[C:4]([C:8]2[CH:13]=[CH:12][CH:11]=[CH:10][CH:9]=2)[CH:3]=1.C([Li])(C)(C)C.CN([CH:22]=[O:23])C>C1COCC1>[C:4]1([C:8]2[CH:13]=[CH:12][CH:11]=[CH:10][CH:9]=2)[CH:5]=[CH:6][CH:7]=[C:2]([CH:22]=[O:23])[CH:3]=1. Procedure details: To a solution of 1-bromo-3-phenylbenzene (Aldrich) (0.0858 moles) in 300 mL of dry THF cooled to −78° C. was added tert-butyl lithium (2 eq.) (1.7M in hexane) dropwise. The reaction mixture was stirred for 40 min. at −78° C. and then quenched with 2 eq. of DMF (13.24 mL). The resulting mixture was stirred for 20 min. and then poured into a separatory funnel and extracted with CH2Cl2. The organic extracts were washed with water, dried over Na2SO4, filtered and concentrated to give a brown oil. Th... Starting materials: Clc1ccc2ccccc2n1, O=[N+]([O-])O, O=S(=O)(O)O. The product is O=[N+]([O-])c1cccc2nc(Cl)ccc12. Reaction SMILES: [Cl:10][c:11]1[n:12][c:13]2[cH:14][cH:15][cH:16][cH:17][c:18]2[cH:19][cH:20]1.[OH:6][N+:7]([O-:8])=[O:9].[S:1](=[O:2])(=[O:3])([OH:4])[OH:5]>>[O-:6][N+:7](=[O:9])[c:17]1[cH:16][cH:15][cH:14][c:13]2[n:12][c:11]([Cl:10])[cH:20][cH:19][c:18]21. Reactants: [BH3-]C#N, CN(CC=O)C(=O)OC(C)(C)C, CN(C)C1(c2ccccc2)CCNCC1, CO, CC(=O)O, CO, ClC(Cl)Cl, [Na+]. The product is CN(CCN1CCC(c2ccccc2)(N(C)C)CC1)C(=O)OC(C)(C)C. RXN SMILES: [C:28]([BH3-:29])#[N:30].[CH3:16][N:17]([C:18]([O:19][C:20]([CH3:21])([CH3:22])[CH3:23])=[O:24])[CH2:25][CH:26]=[O:27].[CH3:1][N:2]([C:3]1([c:9]2[cH:10][cH:11][cH:12][cH:13][cH:14]2)[CH2:4][CH2:5][NH:6][CH2:7][CH2:8]1)[CH3:15].[CH3:32][OH:33].[CH3:34][C:35](=[O:36])[OH:37].[CH3:38][OH:39].[Cl:40][CH:41]([Cl:42])[Cl:43].[Na+:31]>>[CH3:1][N:2]([C:3]1([c:9]2[cH:10][cH:11][cH:12][cH:13][cH:14]2)[CH2:4][CH2:5][N:6]([CH2:26][CH2:25][N:17]([CH3:16])[C:18]([O:19][C:20]([CH3:21])([CH3:22])[CH3:23])=[O:24])[CH2:7][CH2:8]1)[CH3:15]. Starting materials: CN1CCC(N2CCCc3ccccc32)CC1, O=C1CCC(=O)N1Br, CN(C)C=O, O. Product: CN1CCC(N2CCCc3cc(Br)ccc32)CC1. RXN SMILES: [CH3:1][N:2]1[CH2:3][CH2:4][CH:5]([N:8]2[CH2:9][CH2:10][CH2:11][c:12]3[cH:13][cH:14][cH:15][cH:16][c:17]32)[CH2:6][CH2:7]1.[O:18]=[C:19]1[N:20]([Br:25])[C:21](=[O:22])[CH2:23][CH2:24]1.[O:27]=[CH:28][N:29]([CH3:30])[CH3:31].[OH2:26]>>[CH3:1][N:2]1[CH2:3][CH2:4][CH:5]([N:8]2[CH2:9][CH2:10][CH2:11][c:12]3[cH:13][c:14]([Br:25])[cH:15][cH:16][c:17]32)[CH2:6][CH2:7]1.